describe an organic reaction: reactants, conditions, products, and yield From a dataset of the Open Reaction Database (ORD), a public repository of structured organic reaction records. The reactants are SC1=CC=NC=C1 (4-mercaptopyridine), Br.BrCCN (2-bromoethanamine hydrobromide). Run in C(C)O (ethanol). Yields the product Br.Br.N1=CC=C(C=C1)SCCN (2-(4-pyridylthio)ethanamine dihydrobromide). Yield: 82.0%. RXN SMILES: [SH:1][C:2]1[CH:7]=[CH:6][N:5]=[CH:4][CH:3]=1.[BrH:8].[Br:9][CH2:10][CH2:11][NH2:12]>C(O)C>[BrH:9].[BrH:8].[N:5]1[CH:6]=[CH:7][C:2]([S:1][CH2:10][CH2:11][NH2:12])=[CH:3][CH:4]=1 |f:1.2,4.5.6|. Procedure: A solution of 32.72 g of 4-mercaptopyridine and 61.0 g of 2-bromoethanamine hydrobromide in 200 ml of absolute ethanol was heated to reflux under an argon atmosphere for 2 hours. After cooling the precipitated product was collected and washed with ethanol to give 76.31 g of crude 2-(4-pyridylthio)ethanamine dihydrobromide, mp 250°-254° C. Recrystallization from ethanol (1500 ml) and water (150 ml) with a charcoal treatment afforded 63.09 g (68%) of 2-(4-pyridylthio)ethanamine dihydrobromide, mp ... Starting materials: CCOC(CN=C=S)OCC, CCO, Cc1ccc2c(N)c(F)ccc2n1. The product is CCOC(CNC(=S)Nc1c(F)ccc2nc(C)ccc12)OCC. RXN SMILES: [CH2:14]([CH3:15])[O:16][CH:17]([CH2:18][N:19]=[C:20]=[S:21])[O:22][CH2:23][CH3:24].[CH3:25][CH2:26][OH:27].[NH2:1][c:2]1[c:3]2[cH:4][cH:5][c:6]([CH3:13])[n:7][c:8]2[cH:9][cH:10][c:11]1[F:12]>>[NH:1]([c:2]1[c:3]2[cH:4][cH:5][c:6]([CH3:13])[n:7][c:8]2[cH:9][cH:10][c:11]1[F:12])[C:20]([NH:19][CH2:18][CH:17]([O:16][CH2:14][CH3:15])[O:22][CH2:23][CH3:24])=[S:21]. Starting materials: COC(=O)CC(CO)NC(=O)OC(C)(C)C, COC(C)(C)OC, CC(C)=O. The product is COC(=O)CC1COC(C)(C)N1C(=O)OC(C)(C)C. As a reaction SMILES: [C:1]([CH3:2])([CH3:3])([CH3:4])[O:5][C:6](=[O:7])[NH:8][CH:9]([CH2:10][C:11](=[O:12])[O:13][CH3:14])[CH2:15][OH:16].[CH3:17][O:18][C:19]([CH3:20])([CH3:21])[O:22][CH3:23].[CH3:24][C:25](=[O:26])[CH3:27]>>[C:1]([CH3:2])([CH3:3])([CH3:4])[O:5][C:6](=[O:7])[N:8]1[CH:9]([CH2:10][C:11](=[O:12])[O:13][CH3:14])[CH2:15][O:16][C:19]1([CH3:20])[CH3:21]. The reactants are C(C)(C)[N-]C(C)C.[Li+] (Lithium diisopropylamide), [Li+].CC(C)[N-]C(C)C (LDA), CI (methyl iodide), C(C)OC(CC(C)C)=O (3-Methyl-butanoic acid ethyl ester), CI (Methyl iodide), C1CCOC1 (THF). Reaction conditions: temperature -78 celsius, time 1 hour. Product: C(C)OC(C(C(C)C)(C)C)=O (2,2,3-trimethylbutanoic acid ethyl ester). RXN SMILES: C([N-][CH:5]([CH3:7])[CH3:6])(C)C.[Li+].[CH2:9]([O:11][C:12](=[O:17])CC(C)C)[CH3:10].CI.[CH2:20]1[CH2:24]OC[CH2:21]1>>[CH2:9]([O:11][C:12](=[O:17])[C:5]([CH3:6])([CH3:7])[CH:20]([CH3:24])[CH3:21])[CH3:10] |f:0.1|. Procedure: Lithium diisopropylamide (1.5 M solution in cyclohexane/THF/ethylbenzene) (113 mL, 169 mmol, 1.1 equiv) was syringed into a 1000 mL round-bottom flask under a blanket of Ar. Dry THF (150 mL) was added and the mixture was cooled to −78° C. with a dry-ice/acetone bath. 3-Methyl-butanoic acid ethyl ester (20 g, 23 mL, 154 mmol, 1.0 equiv) was added dropwise from a syringe over a 10 min period followed by stirring at −78° C. for 1 h. Methyl iodide (10.5 mL, 169 mmol, 1.1 equiv) was added dropwise fr... Starting materials: C(C)(C)(C)OC(=O)N1[C@@H](CC[C@@H]1[C@@H](C1=CC=CC=C1)O)CC1=CC=C(C(=O)O)C=C1 (4-{((2S,5R)-1-(tert-butoxycarbonyl)-5-[(R)-hydroxy(phenyl)methyl]pyrrolidin-2-yl)methyl}benzoic acid), N1(N=CC=C1)C1CCNCC1 (4-(1H-pyrazol-1-yl)piperidine), solution, C1=CC2=C(N=C1)N(N=N2)O (HOAt), C(CCl)Cl (EDC), CCN(C(C)C)C(C)C (DIEA). Run in CN(C)C=O (DMF), CN(C)C=O (DMF). Reaction conditions: time 16 hour. The product is O[C@@H]([C@@H]1N([C@@H](CC1)CC1=CC=C(C=C1)C(=O)N1CCCC(C1)N1N=CC=C1)C(=O)OC(C)(C)C)C1=CC=CC=C1 (Tert-butyl (2R,5S)-2-[(R)-hydroxy(phenyl)methyl]-5-(4-{[5-(1H-pyrazol-1-yl)piperidin-1-yl]carbonyl}benzyl)pyrrolidine-1-carboxylate). The yield is 81.0%. Reaction SMILES: [C:1]([O:5][C:6]([N:8]1[C@@H:12]([C@H:13]([OH:20])[C:14]2[CH:19]=[CH:18][CH:17]=[CH:16][CH:15]=2)[CH2:11][CH2:10][C@H:9]1[CH2:21][C:22]1[CH:30]=[CH:29][C:25]([C:26](O)=[O:27])=[CH:24][CH:23]=1)=[O:7])([CH3:4])([CH3:3])[CH3:2].[N:31]1([CH:36]2[CH2:41][CH2:40]NC[CH2:37]2)[CH:35]=[CH:34][CH:33]=[N:32]1.C1C=[N:46][C:45]2N(O)N=NC=2C=1.C(Cl)CCl.CCN(C(C)C)C(C)C>CN(C=O)C>[OH:20][C@H:13]([C:14]1[CH:19]=[CH:18][CH:17]=[CH:16][CH:15]=1)[C@H:12]1[CH2:11][CH2:10][C@@H:9]([CH2:21][C:22]2[CH:30]=[CH:29][C:25]([C:26]([N:46]3[CH2:37][CH:36]([N:31]4[CH:35]=[CH:34][CH:33]=[N:32]4)[CH2:41][CH2:40][CH2:45]3)=[O:27])=[CH:24][CH:23]=2)[N:8]1[C:6]([O:5][C:1]([CH3:4])([CH3:3])[CH3:2])=[O:7]. Reported procedure: To a solution of 4-{((2S,5R)-1-(tert-butoxycarbonyl)-5-[(R)-hydroxy(phenyl)methyl]pyrrolidin-2-yl)methyl}benzoic acid (82 mg, 0.2 mmol) and 4-(1H-pyrazol-1-yl)piperidine (30 mg, 0.2 mmol) in 1.5 mL anhydrous DMF was added a 0.5 M solution of HOAt in DMF (0.4 mL, 0.2 mmol) followed by EDC (78 mg, 0.4 mmol) and DIEA (70 μL, 0.4 mmol). The resulting mixture was stirred at RT under nitrogen atmosphere for 16 h. The mixture was washed with water and extracted with dichloromethane (2×5 mL). The organi... Reactants: C(C)OC(CC1=CC(=C(C=C1)OC)OC1=C(C=C(C=C1)C(F)(F)F)CBr)=O ([3-(2-bromomethyl-4-trifluoromethyl-phenoxy)-4-methoxy-phenyl]-acetic acid ethyl ester), C[C@@H]1NC(O[C@@H]1C1=CC=CC=C1)=O ((4S,5R)-(−)-4-methyl-5-phenyl-2-oxazolidinone). Product: C(C)OC(CC1=CC(=C(C=C1)OC)OC1=C(C=C(C=C1)C(F)(F)F)CN1C(O[C@@H]([C@@H]1C)C1=CC=CC=C1)=O)=O ({4-Methoxy-3-[2-((4S,5R)-4-methyl-2-oxo-5-phenyl-oxazolidin-3-ylmethyl)-4-trifluoromethyl-phenoxy]-phenyl}-acetic acid ethyl ester). Reaction SMILES: [CH2:1]([O:3][C:4](=[O:27])[CH2:5][C:6]1[CH:11]=[CH:10][C:9]([O:12][CH3:13])=[C:8]([O:14][C:15]2[CH:20]=[CH:19][C:18]([C:21]([F:24])([F:23])[F:22])=[CH:17][C:16]=2[CH2:25]Br)[CH:7]=1)[CH3:2].[CH3:28][C@H:29]1[C@@H:33]([C:34]2[CH:39]=[CH:38][CH:37]=[CH:36][CH:35]=2)[O:32][C:31](=[O:40])[NH:30]1>>[CH2:1]([O:3][C:4](=[O:27])[CH2:5][C:6]1[CH:11]=[CH:10][C:9]([O:12][CH3:13])=[C:8]([O:14][C:15]2[CH:20]=[CH:19][C:18]([C:21]([F:24])([F:23])[F:22])=[CH:17][C:16]=2[CH2:25][N:30]2[C@@H:29]([CH3:28])[C@@H:33]([C:34]3[CH:39]=[CH:38][CH:37]=[CH:36][CH:35]=3)[O:32][C:31]2=[O:40])[CH:7]=1)[CH3:2]. Reported procedure: Prepared according to the procedure described in Example 10, Step 7, using the following starting materials: [3-(2-bromomethyl-4-trifluoromethyl-phenoxy)-4-methoxy-phenyl]-acetic acid ethyl ester and (4S,5R)-(−)-4-methyl-5-phenyl-2-oxazolidinone. Starting materials: C(C)(C)(C)OC(CCN(CC=1SC=CC1)C=1SC2=C(N1)C=1C=CC=CC1C2)=O (3-[(8H-indeno[1,2-d]thiazol-2-yl)-thiophen-2-ylmethyl-amino]-propionic acid tert-butyl ester), Cl (HCl). The solvent is O1CCOCC1 (dioxane). The product is Cl.S1C(=NC2=C1CC=1C=CC=CC12)N(CCC(=O)O)CC=1SC=CC1 (3-[(8H-Indeno[1,2-d]thiazol-2-yl)-thiophen-2-ylmethyl-amino]-propionic acid hydrochloride). Reaction SMILES: C([O:5][C:6](=[O:28])[CH2:7][CH2:8][N:9]([C:16]1[S:17][C:18]2[CH2:27][C:26]3[CH:25]=[CH:24][CH:23]=[CH:22][C:21]=3[C:19]=2[N:20]=1)[CH2:10][C:11]1[S:12][CH:13]=[CH:14][CH:15]=1)(C)(C)C.[ClH:29]>O1CCOCC1>[ClH:29].[S:17]1[C:18]2[CH2:27][C:26]3[CH:25]=[CH:24][CH:23]=[CH:22][C:21]=3[C:19]=2[N:20]=[C:16]1[N:9]([CH2:10][C:11]1[S:12][CH:13]=[CH:14][CH:15]=1)[CH2:8][CH2:7][C:6]([OH:28])=[O:5] |f:3.4|. Procedure: 3-[(8H-Indeno[1,2-d]thiazol-2-yl)-thiophen-2-ylmethyl-amino]-propionic acid hydrochloride was prepared (32 mg) following general procedure G1 using 3-[(8H-indeno[1,2-d]thiazol-2-yl)-thiophen-2-ylmethyl-amino]-propionic acid tert-butyl ester (35 mg, 0.085 mmol) and 4 N HCl solution in dioxane (1.0 mL). LCMS m/z: 358 (M+1)+. 1H NMR (CD3OD, 400 MHz): δ 2.8 (t, 3H), 3.80 (s, 2H) 3.9 (t, 2H), 5.0 (s, 2H), 7.08 (dd, 1H), 7.21 (dd, 1H), 7.28 (t, 1H), 7.38 (t, 1H), 7.42 (dd, 1H), 7.56 (dd, 1H), 7.7 (dd,...